describe an organic reaction: reactants, conditions, products, and yield From a dataset of the Open Reaction Database (ORD), a public repository of structured organic reaction records. Reactants: ClCCC#CC1=CC=C(S1)C=1SC=CC1 (5-(4-chloro-1-butynyl)-2,2'-bithiophene), [OH-].[K+] (KOH). Solvent: C(C)O (ethanol), C(C)O (ethanol). Run at temperature 75 celsius. The product is C(#CC=C)C1=CC=C(S1)C=1SC=CC1 (5-(but-3-en-1-ynyl)-2,2'-bithiophene). As a reaction SMILES: Cl[CH2:2][CH2:3][C:4]#[C:5][C:6]1[S:10][C:9]([C:11]2[S:12][CH:13]=[CH:14][CH:15]=2)=[CH:8][CH:7]=1.[OH-].[K+]>C(O)C>[C:5]([C:6]1[S:10][C:9]([C:11]2[S:12][CH:13]=[CH:14][CH:15]=2)=[CH:8][CH:7]=1)#[C:4][CH:3]=[CH2:2] |f:1.2|. Reported procedure: 5-(4-chloro-1-butynyl)-2,2'-bithiophene was dissolved in ethanol. KOH dissolved in ethanol was then added in and heated at 75° C. for 15 minutes. The remaining process was as described in procedure(a) and the same product was obtained. The yield was above 90%. Reactants: C(C1=CC=CC=C1)OC(=O)N1OCC(N(C1C1=CC=CC=C1)CC)=O (2-benzyloxycarbonyl-3-phenyl-4-ethyl-tetrahydro-1,2,4-oxadiazin-5-one), C(C)(=O)OC(C)=O (acetic anhydride). The reagents and catalysts are [Pd] (palladium). The product is C(C)(=O)N1OCC(N(C1C1=CC=CC=C1)CC)=O (2-acetyl-3-phenyl-4-ethyl-tetrahydro-1,2,4-oxadiazin-5-one). Yield: 82.0%. As a reaction SMILES: C([O:8][C:9]([N:11]1[CH:16]([C:17]2[CH:22]=[CH:21][CH:20]=[CH:19][CH:18]=2)[N:15]([CH2:23][CH3:24])[C:14](=[O:25])[CH2:13][O:12]1)=O)C1C=CC=CC=1.[C:26](OC(=O)C)(=O)C>[Pd]>[C:9]([N:11]1[CH:16]([C:17]2[CH:22]=[CH:21][CH:20]=[CH:19][CH:18]=2)[N:15]([CH2:23][CH3:24])[C:14](=[O:25])[CH2:13][O:12]1)(=[O:8])[CH3:26]. Procedure details: 0.69 g. (2 mmoles) of 2-benzyloxycarbonyl-3-phenyl-4-ethyl-tetrahydro-1,2,4-oxadiazin-5-one are dissolved in 7 ml. of acetic anhydride, 0.1 g. of a 5%, palladium-on-activated carbon catalyst are added and hydrogen gas is bubbled through the mixture at room temperature under vigorous stirring. The progress of hydrogenation is monitored by thin layer chromatography. As soon as the reaction is complete, the catalyst is filtered off, the filtrate is evaporated to dryness under reduced pressure and t... The reactants are C(C)OC(C(C)(OC1=CC=C(C=C1)OCCC=1N=C(OC1C)C1=CC(=CC=C1)C1=CC=CC2=CC=CC=C12)C)=O (2-methyl-2-(4-{2-[5-methyl-2-(3-naphthalen-1-ylphenyl)oxazol-4-yl]ethoxy}phenoxy) propionic acid ethyl ester), [OH-].[Na+] (NaOH), solution, Cl (HCl), C(C)(=O)OCC (ethyl acetate). The solvent is C(C)O (ethanol), hexanes. Yields the product CC(C(=O)O)(C)OC1=CC=C(C=C1)OCCC=1N=C(OC1C)C1=CC(=CC=C1)C1=CC=CC2=CC=CC=C12 (2-Methyl-2-(4-{2-[5-methyl-2-(3-naphthalen-1-yl-phenyl)oxazol-4-yl]ethoxy}-phenoxy)propionic acid). As a reaction SMILES: C([O:3][C:4](=[O:40])[C:5]([CH3:39])([O:7][C:8]1[CH:13]=[CH:12][C:11]([O:14][CH2:15][CH2:16][C:17]2[N:18]=[C:19]([C:23]3[CH:28]=[CH:27][CH:26]=[C:25]([C:29]4[C:38]5[C:33](=[CH:34][CH:35]=[CH:36][CH:37]=5)[CH:32]=[CH:31][CH:30]=4)[CH:24]=3)[O:20][C:21]=2[CH3:22])=[CH:10][CH:9]=1)[CH3:6])C.[OH-].[Na+].Cl.C(OCC)(=O)C>C(O)C>[CH3:39][C:5]([O:7][C:8]1[CH:9]=[CH:10][C:11]([O:14][CH2:15][CH2:16][C:17]2[N:18]=[C:19]([C:23]3[CH:28]=[CH:27][CH:26]=[C:25]([C:29]4[C:38]5[C:33](=[CH:34][CH:35]=[CH:36][CH:37]=5)[CH:32]=[CH:31][CH:30]=4)[CH:24]=3)[O:20][C:21]=2[CH3:22])=[CH:12][CH:13]=1)([CH3:6])[C:4]([OH:40])=[O:3] |f:1.2|. Procedure: A stirred solution of 2-methyl-2-(4-{2-[5-methyl-2-(3-naphthalen-1-ylphenyl)oxazol-4-yl]ethoxy}phenoxy) propionic acid ethyl ester (0.711 mmol) in ethanol (8.9 mL) was treated with NaOH (aq) (0.854 mL of a 5M solution), and heated at reflux for 1 h. The hot solution was acidified to pH 1 with 1M HCl (6 mL). The mixture was cooled to ambient temperature, then further cooled to 0° C. before filtering the product. Following washing with H2O, the product was dried under vacuum at 50° C. to yield a w...